Dataset: the Open Reaction Database (ORD), a public repository of structured organic reaction records. Task: describe an organic reaction: reactants, conditions, products, and yield Isolated yield 78.5%. The reactants are NCC1(CC2(CN(C(O2)=O)CC(C)(C)C)CCC1)CC (7-(aminomethyl)-7-ethyl-3-neopentyl-1-oxa-3-azaspiro[4.5]decan-2-one), FC=1C=C(C#N)C=CC1[N+](=O)[O-] (3-fluoro-4-nitrobenzonitrile), C([O-])([O-])=O.[K+].[K+] (potassium carbonate). Product: C(C)C1(CC2(CN(C(O2)=O)CC(C)(C)C)CCC1)CNC=1C=C(C#N)C=CC1[N+](=O)[O-] (3-(((7-ethyl-3-neopentyl-2-oxo-1-oxa-3-azaspiro[4.5]decan-7-yl)methyl)amino)-4-nitrobenzonitrile). Reaction SMILES: [NH2:1][CH2:2][C:3]1([CH2:19][CH3:20])[CH2:18][CH2:17][CH2:16][C:5]2([O:9][C:8](=[O:10])[N:7]([CH2:11][C:12]([CH3:15])([CH3:14])[CH3:13])[CH2:6]2)[CH2:4]1.F[C:22]1[CH:23]=[C:24]([CH:27]=[CH:28][C:29]=1[N+:30]([O-:32])=[O:31])[C:25]#[N:26].C(=O)([O-])[O-].[K+].[K+]>CC#N>[CH2:19]([C:3]1([CH2:2][NH:1][C:28]2[CH:27]=[C:24]([CH:23]=[CH:22][C:29]=2[N+:30]([O-:32])=[O:31])[C:25]#[N:26])[CH2:18][CH2:17][CH2:16][C:5]2([O:9][C:8](=[O:10])[N:7]([CH2:11][C:12]([CH3:14])([CH3:15])[CH3:13])[CH2:6]2)[CH2:4]1)[CH3:20] |f:2.3.4|. Run at time 16 hour. Procedure: To a yellow solution containing 7-(aminomethyl)-7-ethyl-3-neopentyl-1-oxa-3-azaspiro[4.5]decan-2-one (0.195 g, 0.690 mmol) and 3-fluoro-4-nitrobenzonitrile (0.126 g, 0.760 mmol) in MeCN (6.90 ml) was added potassium carbonate (0.191 g, 1.381 mmol). The reaction was stirred at rt for 16 h. The reaction was filtered through a frit, and the filtrate was concentrated onto florisil for purification on a 12 g silica gel column (5-25% EtOAc/hexanes, 30 min gradient; 25-55% EtOAc/hexanes, 5 min gradient... Run in CC#N (MeCN).